This data is from the Open Reaction Database (ORD), a public repository of structured organic reaction records. The task is: describe an organic reaction: reactants, conditions, products, and yield The reactants are Cl (hydrochloric acid), ClC1=CC=CC2=C1C(N(CC=1N2C=NC1C(=O)OCC)C)=O (ethyl 7-chloro-5,6-dihydro-5-methyl-6-oxo-4H-imidazo[1,5-a][1,4]benzodiazepine-3-carboxylate), [OH-].[Na+] (sodium hydroxide), C(C)O (ethanol). Solvent: O (water). Product: ClC1=CC=CC2=C1C(N(CC=1N2C=NC1C(=O)O)C)=O (7-chloro-5,6-dihydro-5-methyl-6-oxo-4H-imidazo[1,5-a][1,4]benzodiazepine-3-carboxylic acid). Reaction SMILES: [Cl:1][C:2]1[C:7]2[C:8](=[O:22])[N:9]([CH3:21])[CH2:10][C:11]3[N:12]([CH:13]=[N:14][C:15]=3[C:16]([O:18]CC)=[O:17])[C:6]=2[CH:5]=[CH:4][CH:3]=1.[OH-].[Na+].C(O)C.Cl>O>[Cl:1][C:2]1[C:7]2[C:8](=[O:22])[N:9]([CH3:21])[CH2:10][C:11]3[N:12]([CH:13]=[N:14][C:15]=3[C:16]([OH:18])=[O:17])[C:6]=2[CH:5]=[CH:4][CH:3]=1 |f:1.2|. Procedure: A mixture of 37.3 g (116.6 mmol) of ethyl 7-chloro-5,6-dihydro-5-methyl-6-oxo-4H-imidazo[1,5-a][1,4]benzodiazepine-3-carboxylate, 5.276 g (131.9 mmol) of sodium hydroxide, 150 ml of ethanol and 100 ml of water is heated to boiling under reflux for 15 minutes. The mixture is then neutralized by the addition of 132 ml of 1N hydrochloric acid, the ethanol is distilled off in vacuo and the residue is diluted with 100 ml of water. The mixture is cooled to about 0°, the product is filtered off under s... The reactants are ClCCCl, CN1CCC(CN2CCNCC2)CC1, CN(C)c1ccncc1, ClCCl, O=C(O)CC(c1ccccc1)c1ccccc1. Yields the product CN1CCC(CN2CCN(C(=O)CC(c3ccccc3)c3ccccc3)CC2)CC1. RXN SMILES: [CH2:32]([Cl:33])[CH2:34][Cl:35].[CH3:1][N:2]1[CH2:3][CH2:4][CH:5]([CH2:8][N:9]2[CH2:10][CH2:11][NH:12][CH2:13][CH2:14]2)[CH2:6][CH2:7]1.[CH3:39][N:40]([c:41]1[cH:42][cH:43][n:44][cH:45][cH:46]1)[CH3:47].[Cl:36][CH2:37][Cl:38].[c:15]1([CH:21]([CH2:22][C:23](=[O:24])[OH:25])[c:26]2[cH:27][cH:28][cH:29][cH:30][cH:31]2)[cH:16][cH:17][cH:18][cH:19][cH:20]1>>[CH3:1][N:2]1[CH2:3][CH2:4][CH:5]([CH2:8][N:9]2[CH2:10][CH2:11][N:12]([C:23]([CH2:22][CH:21]([c:15]3[cH:16][cH:17][cH:18][cH:19][cH:20]3)[c:26]3[cH:27][cH:28][cH:29][cH:30][cH:31]3)=[O:24])[CH2:13][CH2:14]2)[CH2:6][CH2:7]1. Reactants: O=C(n1ccnc1)n1ccnc1, CC(C)(C)OC(=O)NC(CC(=O)O)C(=O)OCc1ccccc1, CC(C)(C)[O-], Cl, [K+], C[N+](=O)[O-], C1CCOC1. Product: CC(C)(C)OC(=O)NC(CC(=O)C[N+](=O)[O-])C(=O)OCc1ccccc1. RXN SMILES: [C:24]([n:25]1[cH:26][cH:27][n:28][cH:29]1)([n:30]1[cH:31][cH:32][n:33][cH:34]1)=[O:35].[CH2:1]([c:2]1[cH:3][cH:4][cH:5][cH:6][cH:7]1)[O:8][C:9]([CH:10]([CH2:11][C:12](=[O:13])[OH:14])[NH:15][C:16](=[O:17])[O:18][C:19]([CH3:20])([CH3:21])[CH3:22])=[O:23].[CH3:40][C:41]([CH3:42])([O-:43])[CH3:44].[ClH:46].[K+:45].[N+:36](=[O:37])([O-:38])[CH3:39].[O:47]1[CH2:48][CH2:49][CH2:50][CH2:51]1>>[CH2:1]([c:2]1[cH:3][cH:4][cH:5][cH:6][cH:7]1)[O:8][C:9]([CH:10]([CH2:11][C:12](=[O:14])[CH2:39][N+:36](=[O:37])[O-:38])[NH:15][C:16](=[O:17])[O:18][C:19]([CH3:20])([CH3:21])[CH3:22])=[O:23].